From a dataset of the Open Reaction Database (ORD), a public repository of structured organic reaction records. describe an organic reaction: reactants, conditions, products, and yield The reactants are N1=CC(=CC=C1)CC1=CC=C(C=C1)/C=C(/CO)\C ((E)-3-[4-(pyridin-3-ylmethyl)phenyl]-2-methylallyl alcohol), S(=O)(Cl)Cl (thionyl chloride). Solvent: C(Cl)Cl (methylene chloride). Product: Cl.N1=CC(=CC=C1)CC1=CC=C(C=C1)/C=C(/CCl)\C ((E)-3-[4-(pyridin-3-ylmethyl)phenyl]-2-methylallyl chloride hydrochloride). Reaction SMILES: [N:1]1[CH:6]=[CH:5][CH:4]=[C:3]([CH2:7][C:8]2[CH:13]=[CH:12][C:11](/[CH:14]=[C:15](\[CH3:18])/[CH2:16]O)=[CH:10][CH:9]=2)[CH:2]=1.S(Cl)([Cl:21])=O>C(Cl)Cl>[ClH:21].[N:1]1[CH:6]=[CH:5][CH:4]=[C:3]([CH2:7][C:8]2[CH:13]=[CH:12][C:11](/[CH:14]=[C:15](\[CH3:18])/[CH2:16][Cl:21])=[CH:10][CH:9]=2)[CH:2]=1 |f:3.4|. Reported procedure: In 9.25 ml of methylene chloride was dissolved 1.85 g of (E)-3-[4-(pyridin-3-ylmethyl)phenyl]-2-methylallyl alcohol, and 2.80 ml of thionyl chloride was dropped into the resulting solution with ice-cooling, after which the resulting mixture was subjected to reaction under reflux for 30 minutes. The solvent and the excessive thionyl chloride were removed by distillation under reduced pressure to obtain oily (E)-3-[4-(pyridin-3-ylmethyl)phenyl]-2-methylallyl chloride hydrochloride. Starting materials: [I-].[Na+] (sodium iodide), [I-].[Na+] (sodium iodide), ClP(C1=CC=CC=C1)C1=CC=CC=C1 (chlorodiphenylphosphine), FC1=CC=C(C=C1)C1=NC(=NC(=C1CO)C(C)C)N(S(=O)(=O)C)C ([4-(4-fluorophenyl)-6-isopropyl-2-(N-methyl-N-methylsulfonylamino)pyrimidin-5-yl]methanol), [H-].[Na+] (sodium hydride), S([O-])(O)=O.[Na+] (sodium bisulfite). Solvent: C1(=CC=CC=C1)C (toluene), C1(=CC=CC=C1)C (toluene). Conditions: temperature 108 celsius, time 1 hour. Product: C1(=CC=CC=C1)P(=O)(C1=CC=CC=C1)CC=1C(=NC(=NC1C(C)C)N(S(=O)(=O)C)C)C1=CC=C(C=C1)F (N-[5-(diphenylphosphinoylmethyl)-4-(4-fluorophenyl)-6-isopropylpyrimidin-2-yl]-N-methylmethanesulfonamide). The yield is 27.3%. As a reaction SMILES: [F:1][C:2]1[CH:7]=[CH:6][C:5]([C:8]2[C:13]([CH2:14]O)=[C:12]([CH:16]([CH3:18])[CH3:17])[N:11]=[C:10]([N:19]([CH3:24])[S:20]([CH3:23])(=[O:22])=[O:21])[N:9]=2)=[CH:4][CH:3]=1.[H-].[Na+].Cl[P:28]([C:35]1[CH:40]=[CH:39][CH:38]=[CH:37][CH:36]=1)[C:29]1[CH:34]=[CH:33][CH:32]=[CH:31][CH:30]=1.[I-].[Na+].S(=O)(O)[O-:44].[Na+]>C1(C)C=CC=CC=1>[C:29]1([P:28]([CH2:14][C:13]2[C:8]([C:5]3[CH:6]=[CH:7][C:2]([F:1])=[CH:3][CH:4]=3)=[N:9][C:10]([N:19]([CH3:24])[S:20]([CH3:23])(=[O:22])=[O:21])=[N:11][C:12]=2[CH:16]([CH3:18])[CH3:17])([C:35]2[CH:40]=[CH:39][CH:38]=[CH:37][CH:36]=2)=[O:44])[CH:34]=[CH:33][CH:32]=[CH:31][CH:30]=1 |f:1.2,4.5,6.7|. Procedure details: 512 mg (1.45 mmol) of [4-(4-fluorophenyl)-6-isopropyl-2-(N-methyl-N-methylsulfonylamino)pyrimidin-5-yl]methanol was initially charged in 8 ml of toluene and admixed with 96 mg (2.20 mmol) of sodium hydride (55 percent dispersion in mineral oil). After 1 h, 333.5 mg (1.44 mmol) of chlorodiphenylphosphine in 2.5 ml of toluene was added at room temperature with vigorous stirring over a period of 5 min. The mixture was admixed with 28.7 mg (0.19 mmol) of sodium iodide and heated at 108° C. for 22 h.... Starting materials: CC1=CC=CC(=N1)/C=N/O ((E)-6-methylpicolinaldehyde oxime), C(C)(=O)O (acetic acid). The reagents and catalysts are [Zn] (zinc). Run in C(C)O (ethanol). Conditions: time 30 minute. The product is CC1=CC=CC(=N1)CN ((6-Methylpyridin-2-yl)methanamine), oil. Yield: 67.6%. RXN SMILES: [CH3:1][C:2]1[N:7]=[C:6](/[CH:8]=[N:9]/O)[CH:5]=[CH:4][CH:3]=1.C(O)(=O)C>[Zn].C(O)C>[CH3:1][C:2]1[N:7]=[C:6]([CH2:8][NH2:9])[CH:5]=[CH:4][CH:3]=1. Procedure details: To (E)-6-methylpicolinaldehyde oxime (0.635 g, 4.66 mmol)/acetic acid (267 μL, 4.66 mmol)/ethanol (10 mL) solution was added portionwise zinc dust (5.19 g, 79 mmol) over 30 min. The resulting mixture was stirred for additional 30 min. LCMS of reaction aliquot indicated reaction was completed. The zinc precipitates in reaction mixture was removed by filtration, and the filtrate was concentrated. The residue was basified to pH>12 with excess sat. KOH (˜7 mL), and stirred with Et2O (30 mL). The Et2... Reactants: C1CCOC1 (THF), ClC1=CC(=NC(=C1)Cl)C=1SC=CN1 (2-(4,6-dichloropyridin-2-yl)thiazole), CN1CC(OB(OC(C1)=O)C1=CC=CC=C1)=O (6-Methyl-2-phenyl-1,3,6,2-dioxazaborocane-4,8-dione), [O-]P(=O)([O-])[O-].[K+].[K+].[K+] (K3PO4). The reagents and catalysts are C1=CC=C(C=C1)P([C-]2C=CC=C2)C3=CC=CC=C3.C1=CC=C(C=C1)P([C-]2C=CC=C2)C3=CC=CC=C3.Cl[Pd]Cl.[Fe+2] (Pd(dppf)Cl2). Solvent: O (water), CCOC(=O)C (EtOAc), [Cl-].[Na+].O (brine). Reaction conditions: time 16 hour. The product is ClC1=CC(=NC(=C1)C1=CC=CC=C1)C=1SC=CN1 (2-(4-chloro-6-phenylpyridin-2-yl)thiazole). The yield is 63.3%. As a reaction SMILES: [Cl:1][C:2]1[CH:7]=[C:6](Cl)[N:5]=[C:4]([C:9]2[S:10][CH:11]=[CH:12][N:13]=2)[CH:3]=1.CN1CC(=O)OB([C:24]2[CH:29]=[CH:28][CH:27]=[CH:26][CH:25]=2)OC(=O)C1.[O-]P([O-])([O-])=O.[K+].[K+].[K+].C1COCC1>CCOC(C)=O.[Cl-].[Na+].O.C1C=CC(P(C2C=CC=CC=2)[C-]2C=CC=C2)=CC=1.C1C=CC(P(C2C=CC=CC=2)[C-]2C=CC=C2)=CC=1.Cl[Pd]Cl.[Fe+2].O>[Cl:1][C:2]1[CH:7]=[C:6]([C:24]2[CH:29]=[CH:28][CH:27]=[CH:26][CH:25]=2)[N:5]=[C:4]([C:9]2[S:10][CH:11]=[CH:12][N:13]=2)[CH:3]=1 |f:2.3.4.5,8.9.10,11.12.13.14|. Procedure details: To a 2 dram vial equipped with a stir bar was added 2-(4,6-dichloropyridin-2-yl)thiazole (50 mg, 0.22 mmol), 6-Methyl-2-phenyl-1,3,6,2-dioxazaborocane-4,8-dione (“phenylboronic acid MIDA ester”, 50 mg, 0.22 mmol), Pd(dppf)Cl2 (8 mg, 11 μmol) and K3PO4 (344 mg, 1.62 mmol). The vial was capped with a septum screwcap and then placed under N2 atmosphere. To the vial was added THF (1 mL) and water (0.5 mL). The mixture was placed in a 60° C. oil bath with stirring for 16 h. The reaction mixture was d... Starting materials: CC=1C=C(C=CC1)S(=O)(=O)Cl (3-methylbenzenesulphonyl chloride), Cl.CC1NOC(C(=C1)C)C1=CC=C(C=C1)OC (3,6-dihydro-3,5-dimethyl-6-(4-methoxyphenyl)-2H-1,2-oxazine hydrochloride), polystyrene (co-divinylbenzene)amino, poly(4-vinyl)pyridine. Solvent: C(C)#N (acetonitrile), C(Cl)(Cl)Cl (chloroform). Run at time 24 hour. Product: CC1N(OC(C(=C1)C)C1=CC=C(C=C1)OC)S(=O)(=O)C1=CC(=CC=C1)C (3,6-dihydro-3,5-dimethyl-6-(4-methoxyphenyl)-2-(3-methylbenzenesulphonyl)-2H-1,2-oxazine). Reaction SMILES: [CH3:1][C:2]1[CH:3]=[C:4]([S:8](Cl)(=[O:10])=[O:9])[CH:5]=[CH:6][CH:7]=1.Cl.[CH3:13][CH:14]1[CH:19]=[C:18]([CH3:20])[CH:17]([C:21]2[CH:26]=[CH:25][C:24]([O:27][CH3:28])=[CH:23][CH:22]=2)[O:16][NH:15]1>C(#N)C.C(Cl)(Cl)Cl>[CH3:13][CH:14]1[CH:19]=[C:18]([CH3:20])[CH:17]([C:21]2[CH:22]=[CH:23][C:24]([O:27][CH3:28])=[CH:25][CH:26]=2)[O:16][N:15]1[S:8]([C:4]1[CH:5]=[CH:6][CH:7]=[C:2]([CH3:1])[CH:3]=1)(=[O:10])=[O:9] |f:1.2|. Procedure details: To a solution of 3-methylbenzenesulphonyl chloride (0.075 mmol) in acetonitrile (1.5 ml) was added a solution of 3,6-dihydro-3,5-dimethyl-6-(4-methoxyphenyl)-2H-1,2-oxazine hydrochloride(0.403 mmol) in chloroform (0.5 ml) followed by poly(4-vinyl)pyridine (53 mg). The mixture was shaken at room temperature for 24 h then added polystyrene (co-divinylbenzene)amino methylated (100 mg) and the mixture shaken at room temperature for a further 24 h. The mixture was then filtered and the resin washed t... Reactants: CC(C)(C)OC(=O)N1CCc2c(Br)cccc2C1, [Li]CCCC, CON(C)C(=O)c1cc(Cl)ccc1N, C1CCOC1, O. Product: CC(C)(C)OC(=O)N1CCc2c(cccc2C(=O)c2cc(Cl)ccc2N)C1. RXN SMILES: [C:1]([CH3:2])([CH3:3])([CH3:4])[O:5][C:6](=[O:7])[N:8]1[CH2:9][c:10]2[cH:11][cH:12][cH:13][c:14]([Br:18])[c:15]2[CH2:16][CH2:17]1.[CH2:33]([Li:34])[CH2:35][CH2:36][CH3:37].[CH3:19][N:20]([C:21]([c:22]1[c:23]([NH2:29])[cH:24][cH:25][c:26]([Cl:28])[cH:27]1)=[O:30])[O:31][CH3:32].[O:39]1[CH2:40][CH2:41][CH2:42][CH2:43]1.[OH2:38]>>[C:1]([CH3:2])([CH3:3])([CH3:4])[O:5][C:6](=[O:7])[N:8]1[CH2:9][c:10]2[cH:11][cH:12][cH:13][c:14]([C:21]([c:22]3[c:23]([NH2:29])[cH:24][cH:25][c:26]([Cl:28])[cH:27]3)=[O:30])[c:15]2[CH2:16][CH2:17]1. The reactants are CO, COC(=O)c1cc2nc(Nc3c(C)cccc3Cl)[nH]c2c2c1OC(C)(C)C2, [Na+], [OH-]. The product is Cc1cccc(Cl)c1Nc1nc2cc(C(=O)O)c3c(c2[nH]1)CC(C)(C)O3. As a reaction SMILES: [CH3:30][OH:31].[Cl:1][c:2]1[c:3]([NH:9][c:10]2[nH:11][c:12]3[c:13]([n:14]2)[cH:15][c:16]([C:24](=[O:25])[O:26][CH3:27])[c:17]2[c:18]3[CH2:19][C:20]([CH3:22])([CH3:23])[O:21]2)[c:4]([CH3:8])[cH:5][cH:6][cH:7]1.[Na+:29].[OH-:28]>>[Cl:1][c:2]1[c:3]([NH:9][c:10]2[nH:11][c:12]3[c:13]([n:14]2)[cH:15][c:16]([C:24](=[O:25])[OH:26])[c:17]2[c:18]3[CH2:19][C:20]([CH3:22])([CH3:23])[O:21]2)[c:4]([CH3:8])[cH:5][cH:6][cH:7]1. The reactants are BrC1=CC(N(C=C1)C(C(=O)OC(C)(C)C)C)=O (tert-butyl 2-(4-bromo-2-oxopyridin-1(2H)-yl)propanoate), BrC1=C(C=C(C=C1)Cl)B(O)O (2-bromo-5-chlorophenylboronic acid). The reagents and catalysts are C=1C=CC(=CC1)[P](C=2C=CC=CC2)(C=3C=CC=CC3)[Pd]([P](C=4C=CC=CC4)(C=5C=CC=CC5)C=6C=CC=CC6)([P](C=7C=CC=CC7)(C=8C=CC=CC8)C=9C=CC=CC9)[P](C=1C=CC=CC1)(C=1C=CC=CC1)C=1C=CC=CC1 (tetrakis(triphenylphosphine)palladium(0)). Product: BrC1=C(C=C(C=C1)Cl)C1=CC(N(C=C1)C(C(=O)OC(C)(C)C)C)=O (tert-Butyl 2-[4-(2-bromo-5-chlorophenyl)-2-oxopyridin-1(2H)-yl]propanoate). As a reaction SMILES: Br[C:2]1[CH:7]=[CH:6][N:5]([CH:8]([CH3:16])[C:9]([O:11][C:12]([CH3:15])([CH3:14])[CH3:13])=[O:10])[C:4](=[O:17])[CH:3]=1.[Br:18][C:19]1[CH:24]=[CH:23][C:22]([Cl:25])=[CH:21][C:20]=1B(O)O>C1C=CC([P]([Pd]([P](C2C=CC=CC=2)(C2C=CC=CC=2)C2C=CC=CC=2)([P](C2C=CC=CC=2)(C2C=CC=CC=2)C2C=CC=CC=2)[P](C2C=CC=CC=2)(C2C=CC=CC=2)C2C=CC=CC=2)(C2C=CC=CC=2)C2C=CC=CC=2)=CC=1>[Br:18][C:19]1[CH:24]=[CH:23][C:22]([Cl:25])=[CH:21][C:20]=1[C:2]1[CH:7]=[CH:6][N:5]([CH:8]([CH3:16])[C:9]([O:11][C:12]([CH3:15])([CH3:14])[CH3:13])=[O:10])[C:4](=[O:17])[CH:3]=1 |^1:32,34,53,72|. Reported procedure: 856 mg (2.75 mmol) of tert-butyl 2-(4-bromo-2-oxopyridin-1(2H)-yl)propanoate (racemate) and 776 mg (3.3 mmol) of 2-bromo-5-chlorophenylboronic acid in the presence of tetrakis(triphenylphosphine)palladium(0) were reacted according to General Method 2A. Yield: 921 mg (80% of theory)